Dataset: the Open Reaction Database (ORD), a public repository of structured organic reaction records. Task: describe an organic reaction: reactants, conditions, products, and yield Reactants: O=Cc1cc(C(F)(F)F)ccc1Br, [BH3-]C#N, CCN, CC(=O)O, CO, [Na+]. Yields the product CCNCc1cc(C(F)(F)F)ccc1Br. RXN SMILES: [Br:1][c:2]1[c:3]([CH:4]=[O:5])[cH:6][c:7]([C:10]([F:11])([F:12])[F:13])[cH:8][cH:9]1.[C:17]([BH3-:18])#[N:19].[CH3:14][CH2:15][NH2:16].[CH3:21][C:22](=[O:23])[OH:24].[CH3:25][OH:26].[Na+:20]>>[Br:1][c:2]1[c:3]([CH2:4][NH:16][CH2:15][CH3:14])[cH:6][c:7]([C:10]([F:11])([F:12])[F:13])[cH:8][cH:9]1. RXN SMILES: [Br:1][c:2]1[cH:3][c:4]([O:8][c:9]2[cH:10][c:11]([C:15]([F:16])([F:17])[F:18])[n:12][n:13]2[CH3:14])[n:5][n:6][cH:7]1.[CH2:19]([CH2:20][CH2:32][CH3:33])[C:21]([Sn:22])=[C:23]([CH2:24][CH2:25][CH2:26][CH3:27])[CH2:28][CH2:29][CH2:30][CH3:31].[CH3:34][CH2:35][O:36][C:37](=[O:38])[CH3:39].[O:40]=[CH:41][N:42]([CH3:43])[CH3:44]>>[c:2]1([CH:19]=[CH2:20])[cH:3][c:4]([O:8][c:9]2[cH:10][c:11]([C:15]([F:16])([F:17])[F:18])[n:12][n:13]2[CH3:14])[n:5][n:6][cH:7]1. Product: C=Cc1cnnc(Oc2cc(C(F)(F)F)nn2C)c1. Reactants: Cn1nc(C(F)(F)F)cc1Oc1cc(Br)cnn1, CCCCC([Sn])=C(CCCC)CCCC, CCOC(C)=O, CN(C)C=O. Starting materials: COC([C@H](CC=1C=C2C=CNC2=CC1)OCC)=O ((S)-2-ethoxy-3-(1H-indol-5-yl)-propionic acid methyl ester), ClCC=1N=C(OC1C)C1=CC=C(C=C1)C(F)(F)F (4-chloromethyl-5-methyl-2-(4-trifluoromethyl-phenyl)-oxazole). Yields the product C(C)O[C@H](C(=O)O)CC=1C=C2C=CN(C2=CC1)CC=1N=C(OC1C)C1=CC=C(C=C1)C(F)(F)F ((S)-2-Ethoxy-3-{1-[5-methyl-2-(4-trifluoromethyl-phenyl)-oxazol-4-ylmethyl]-1H-indol-5-yl}-propionic Acid). Reaction SMILES: C[O:2][C:3](=[O:18])[C@@H:4]([O:15][CH2:16][CH3:17])[CH2:5][C:6]1[CH:7]=[C:8]2[C:12](=[CH:13][CH:14]=1)[NH:11][CH:10]=[CH:9]2.Cl[CH2:20][C:21]1[N:22]=[C:23]([C:27]2[CH:32]=[CH:31][C:30]([C:33]([F:36])([F:35])[F:34])=[CH:29][CH:28]=2)[O:24][C:25]=1[CH3:26]>>[CH2:16]([O:15][C@@H:4]([CH2:5][C:6]1[CH:7]=[C:8]2[C:12](=[CH:13][CH:14]=1)[N:11]([CH2:20][C:21]1[N:22]=[C:23]([C:27]3[CH:28]=[CH:29][C:30]([C:33]([F:36])([F:35])[F:34])=[CH:31][CH:32]=3)[O:24][C:25]=1[CH3:26])[CH:10]=[CH:9]2)[C:3]([OH:2])=[O:18])[CH3:17]. Yield: 50.0%. Procedure details: Starting from (S)-2-ethoxy-3-(1H-indol-5-yl)-propionic acid methyl ester and 4-chloromethyl-5-methyl-2-(4-trifluoromethyl-phenyl)-oxazole, the title compound was obtained in 50% yield as a pale yellow solid. MS: (M−H)− 471.1. The reactants are [OH-].[Li+] (lithium hydroxide), FC1=C(C=CC(=C1F)F)[N+](=O)[O-] (2,3,4-trifluoronitrobenzene), S(O)(O)(=O)=O (sulfuric acid). The solvent is O (water). Reaction conditions: temperature 40 celsius, time 2.5 hour. Product: FC1=C(C(=CC=C1F)[N+](=O)[O-])O (2,3-difluoro-6-nitrophenol). Yield: 85.0%. Reaction SMILES: F[C:2]1[C:7]([F:8])=[C:6]([F:9])[CH:5]=[CH:4][C:3]=1[N+:10]([O-:12])=[O:11].[OH-].[Li+].S(=O)(=O)(O)[OH:16]>O>[F:8][C:7]1[C:6]([F:9])=[CH:5][CH:4]=[C:3]([N+:10]([O-:12])=[O:11])[C:2]=1[OH:16] |f:1.2|. Procedure details: 1.77 g (10 mol) of 2,3,4-trifluoronitrobenzene are added to 2.5 l of water, and the mixture is warmed to 40° C. and vigorously stirred. 1320 g (22 mol) of 40% strength lithium hydroxide solution are then added dropwise in such a way that the temperature rises from 40° to 55° C. within 2.5 h. After this time, GC checking no longer shows any starting compound. The reaction mixture is brought to pH 2 with 70% strength sulfuric acid. It is then worked up, as described in Examples 1 and 2. 1.48 kg of... Reactants: BrC1=CC=CC(=N1)/C=C(/C(=O)NC(CCC)C1=CC=C(C=C1)OCCN(CC)CC)\C#N ((E)-3-(6-Bromopyridin-2-yl)-2-cyano-N-(1-(4-(2-(diethylamino)ethoxy)phenyl)butyl)acrylamide), FC1=CC=CC(=N1)C=O (6-fluoropicolinaldehyde), C(#N)CC(=O)N[C@@H](CCC)C1=CC=CC=C1 ((S)-2-cyano-N-(1-phenylbutyl)acetamide). Yields the product C(#N)/C(/C(=O)N[C@@H](CCC)C1=CC=CC=C1)=C\C1=NC(=CC=C1)F ((S,E)-2-Cyano-3-(6-fluoropyridin-2-yl)-N-(1-phenylbutyl)acrylamide). RXN SMILES: Br[C:2]1[N:7]=[C:6](/[CH:8]=[C:9](\[C:31]#[N:32])/[C:10]([NH:12][CH:13]([C:17]2[CH:22]=[CH:21][C:20](OCCN(CC)CC)=[CH:19][CH:18]=2)[CH2:14][CH2:15][CH3:16])=[O:11])[CH:5]=[CH:4][CH:3]=1.[F:33]C1N=C(C=O)C=CC=1.C(CC(N[C@H](C1C=CC=CC=1)CCC)=O)#N>>[C:31](/[C:9](=[CH:8]\[C:6]1[CH:5]=[CH:4][CH:3]=[C:2]([F:33])[N:7]=1)/[C:10]([NH:12][C@H:13]([C:17]1[CH:22]=[CH:21][CH:20]=[CH:19][CH:18]=1)[CH2:14][CH2:15][CH3:16])=[O:11])#[N:32]. Procedure: The title compound was prepared by using a similar procedure as described for the preparation of 33 except that 6-fluoropicolinaldehyde was used instead of 6-bromopicolinaldehyde, and (S)-2-cyano-N-(1-phenylbutyl)acetamide was used instead of 2-cyano-N-(1-(4-(2-(diethylamino)ethoxy)phenyl)butyl)acetamide (29), This produced the crude product which was purified by flash silica gel column chromatography, eluting with 8:2 hexanes/ethyl acetate, to give 40 (115 mg, 96%) as a clear oil: MS (ES+) m/z ...